Dataset: the Open Reaction Database (ORD), a public repository of structured organic reaction records. Task: describe an organic reaction: reactants, conditions, products, and yield The reactants are C(C)OC(C(C(=O)OCC)=CNC1=CC=C(C=C1)I)=O (2-[(4-iodo-phenylamino)-methylene]-malonic acid diethyl ester), C(C)O (ethanol). Solvent: C1(=CC=CC=C1)OC1=CC=CC=C1 (diphenylether). Run at temperature 240 celsius. Yields the product C(C)OC(=O)C1=CNC2=CC=C(C=C2C1=O)I (6-iodo-4-oxo-1,4-dihydro-quinoline-3-carboxylic acid ethyl ester). Isolated yield 81.9%. RXN SMILES: C(O[C:4](=[O:20])[C:5](=[CH:11][NH:12][C:13]1[CH:18]=[CH:17][C:16]([I:19])=[CH:15][CH:14]=1)[C:6]([O:8][CH2:9][CH3:10])=[O:7])C.C(O)C>C1(OC2C=CC=CC=2)C=CC=CC=1>[CH2:9]([O:8][C:6]([C:5]1[C:4](=[O:20])[C:14]2[C:13](=[CH:18][CH:17]=[C:16]([I:19])[CH:15]=2)[NH:12][CH:11]=1)=[O:7])[CH3:10]. Procedure: A mixture of 2-[(4-iodo-phenylamino)-methylene]-malonic acid diethyl ester (81 g, 0.21 mol) in diphenylether (60 mL) was refluxed at 240° C. for 14 h. After cooling, ethanol was added and the mixture was heated to reflux for 3 h. After cooling, the solid was collected by filtration, washed with hexane and dried to obtain 6-iodo-4-oxo-1,4-dihydro-quinoline-3-carboxylic acid ethyl ester (59 g, 83%) as a yellow solid. The reactants are CS(C)=O, CN(C(=O)C(C)(C)c1cc(Cl)cc(Cl)c1)c1cnc(Cl)cc1-c1ccccc1Cl, OCC1CCCN1. The product is CN(C(=O)C(C)(C)c1cc(Cl)cc(Cl)c1)c1cnc(N2CCCC2CO)cc1-c1ccccc1Cl. As a reaction SMILES: [CH3:37][S:38](=[O:39])[CH3:40].[Cl:1][c:2]1[cH:3][c:4](-[c:23]2[c:24]([Cl:29])[cH:25][cH:26][cH:27][cH:28]2)[c:5]([N:8]([C:9]([C:10]([CH3:11])([CH3:12])[c:13]2[cH:14][c:15]([Cl:20])[cH:16][c:17]([Cl:19])[cH:18]2)=[O:21])[CH3:22])[cH:6][n:7]1.[NH:30]1[CH:31]([CH2:32][OH:33])[CH2:34][CH2:35][CH2:36]1>>[c:2]1([N:30]2[CH:31]([CH2:32][OH:33])[CH2:34][CH2:35][CH2:36]2)[cH:3][c:4](-[c:23]2[c:24]([Cl:29])[cH:25][cH:26][cH:27][cH:28]2)[c:5]([N:8]([C:9]([C:10]([CH3:11])([CH3:12])[c:13]2[cH:14][c:15]([Cl:20])[cH:16][c:17]([Cl:19])[cH:18]2)=[O:21])[CH3:22])[cH:6][n:7]1. Starting materials: solid, BrC1=CC(=CC=2C(=C3N(C12)CCCNC3=O)C)C#N (7-bromo-11-methyl-1-oxo-2,3,4,5-tetrahydro-[1,4]diazepino[1,2-a]indole-9-carbonitrile), BrC1=CC(=CC=2C(=C3N(C12)CCCNC3=O)C)C#N (7-bromo-11-methyl-1-oxo-2,3,4,5-tetrahydro-[1,4]diazepino[1,2-a]indole-9-carbonitrile), ClC=1C=C(C=CC1Cl)B(O)O (3,4-dichloro-phenylboronic acid). Product: ClC=1C=C(C=CC1Cl)C1=CC(=CC=2C(=C3N(C12)CCCNC3=O)C)C#N (7-(3,4-Dichlorophenyl)-11-methyl-1-oxo-2,3,4,5-tetrahydro-[1,4]diazepino[1,2-a]indole-9-carbonitrile). RXN SMILES: Br[C:2]1[C:10]2[N:9]3[CH2:11][CH2:12][CH2:13][NH:14][C:15](=[O:16])[C:8]3=[C:7]([CH3:17])[C:6]=2[CH:5]=[C:4]([C:18]#[N:19])[CH:3]=1.[Cl:20][C:21]1[CH:22]=[C:23](B(O)O)[CH:24]=[CH:25][C:26]=1[Cl:27]>>[Cl:20][C:21]1[CH:22]=[C:23]([C:2]2[C:10]3[N:9]4[CH2:11][CH2:12][CH2:13][NH:14][C:15](=[O:16])[C:8]4=[C:7]([CH3:17])[C:6]=3[CH:5]=[C:4]([C:18]#[N:19])[CH:3]=2)[CH:24]=[CH:25][C:26]=1[Cl:27]. Reported procedure: The title compound, white solid (88 mg, 92%), MS (ISP) m/z=384.4 [(M+H)+], mp 254° C., was prepared in accordance with the general method of example 1 from 7-bromo-11-methyl-1-oxo-2,3,4,5-tetrahydro-[1,4]diazepino[1,2-a]indole-9-carbonitrile (intermediate 17) (79.5 mg, 0.25 mmol) and commercially available 3,4-dichloro-phenylboronic acid (62.0 mg, 0.325 mmol). Starting materials: CC1C(=O)NCCN1c1nncc2cc(Br)ccc12, COCCOC, Cc1ccc(C(=O)NC2CC2)cc1B1OC(C)(C)C(C)(C)O1, [Na+], [Na+], O=C([O-])[O-]. The product is Cc1ccc(C(=O)NC2CC2)cc1-c1ccc2c(N3CCNC(=O)C3C)nncc2c1. As a reaction SMILES: [Br:1][c:2]1[cH:3][c:4]2[cH:5][n:6][n:7][c:8]([N:12]3[CH:13]([CH3:19])[C:14](=[O:18])[NH:15][CH2:16][CH2:17]3)[c:9]2[cH:10][cH:11]1.[CH3:48][O:49][CH2:50][CH2:51][O:52][CH3:53].[CH:20]1([NH:23][C:24]([c:25]2[cH:26][c:27]([B:32]3[O:33][C:34]([CH3:35])([CH3:36])[C:37]([CH3:38])([CH3:39])[O:40]3)[c:28]([CH3:31])[cH:29][cH:30]2)=[O:41])[CH2:21][CH2:22]1.[Na+:42].[Na+:43].[O-:44][C:45](=[O:46])[O-:47]>>[c:2]1(-[c:27]2[cH:26][c:25]([C:24]([NH:23][CH:20]3[CH2:21][CH2:22]3)=[O:41])[cH:30][cH:29][c:28]2[CH3:31])[cH:3][c:4]2[cH:5][n:6][n:7][c:8]([N:12]3[CH:13]([CH3:19])[C:14](=[O:18])[NH:15][CH2:16][CH2:17]3)[c:9]2[cH:10][cH:11]1. The reactants are C(C)(=O)OCC (ethyl acetate), Cl (hydrochloric acid), [OH-].[K+] (Potassium hydroxide), ClC1=C(C=CC=C1)C#C[Si](C)(C)C ((2-chlorophenylethynyl)-trimethylsilane). Solvent: CO (methanol), CCCCCC (hexane). Conditions: temperature 0 celsius. The product is ClC1=C(C=CC=C1)C#C (1-chloro-2-ethynylbenzene). Yield: 65.6%. Reaction SMILES: [OH-].[K+].[Cl:3][C:4]1[CH:9]=[CH:8][CH:7]=[CH:6][C:5]=1[C:10]#[C:11][Si](C)(C)C.C(OCC)(=O)C.Cl>CO.CCCCCC>[Cl:3][C:4]1[CH:9]=[CH:8][CH:7]=[CH:6][C:5]=1[C:10]#[CH:11] |f:0.1|. Procedure: Potassium hydroxide (77.5 g, 1.38 mol) was added in 4 portions to a stirred solution of (2-chlorophenylethynyl)-trimethylsilane (95.0 g, 0.46 mol) in methanol (250 ml) at 0° C. The mixture was stirred at 0° C. until the reaction was complete (by tlc 1:1 ethyl acetate:hexane). The mixture was neutralised by the addition of 10% hydrochloric acid and the product was extracted into dichloromethane (2×150 ml). The combined extracts were dried (MgSO4) and evaporated in vacuo. The residual oil was puri... The reactants are OCC1=C(c2ccc(Br)cc2)CCC1, ClC(Cl)Cl. Yields the product O=CC1=C(c2ccc(Br)cc2)CCC1. RXN SMILES: [Br:1][c:2]1[cH:3][cH:4][c:5]([C:8]2=[C:9]([CH2:13][OH:14])[CH2:10][CH2:11][CH2:12]2)[cH:6][cH:7]1.[CH:15]([Cl:16])([Cl:17])[Cl:18]>>[Br:1][c:2]1[cH:3][cH:4][c:5]([C:8]2=[C:9]([CH:13]=[O:14])[CH2:10][CH2:11][CH2:12]2)[cH:6][cH:7]1.